The task is: describe an organic reaction: reactants, conditions, products, and yield. This data is from the Open Reaction Database (ORD), a public repository of structured organic reaction records. Reaction SMILES: Cl[CH2:2][C:3]([NH2:5])=[O:4].C(=O)([O-])[O-].[K+].[K+].[CH2:12]([N:19]1[CH2:24][CH2:23][N:22]([C:25]2[CH:26]=[CH:27][C:28]([OH:33])=[C:29]([CH:32]=2)[CH:30]=O)[CH2:21][CH2:20]1)[C:13]1[CH:18]=[CH:17][CH:16]=[CH:15][CH:14]=1>CN1CCCC1=O>[CH2:12]([N:19]1[CH2:20][CH2:21][N:22]([C:25]2[CH:26]=[CH:27][C:28]3[O:33][C:2]([C:3]([NH2:5])=[O:4])=[CH:30][C:29]=3[CH:32]=2)[CH2:23][CH2:24]1)[C:13]1[CH:14]=[CH:15][CH:16]=[CH:17][CH:18]=1 |f:1.2.3|. Reported procedure: 10 ml of 1-methyl-2-pyrrolidone, 0.4 g of chloroacetamide and 0.8 g of potassium carbonate are added at 20° C. with stirring/under nitrogen to 1.0 g of 5-(4-benzylpiperazin-1-yl)-2-hydroxybenzaldehyde. The mixture is stirred at 60° C. for 16 hours, cooled and then filtered, and the solvent is removed under reduced pressure. The residue is taken up in MTB ether, re-filtered and concentrated, and the residue is crystallized from toluene. The isolated yield is 0.73 g (65%). Run in CN1C(CCC1)=O (1-methyl-2-pyrrolidone). Reaction conditions: temperature 60 celsius, time 16 hour. Yields the product C(C1=CC=CC=C1)N1CCN(CC1)C=1C=CC2=C(C=C(O2)C(=O)N)C1 (5-(4-benzylpiperazin-1-yl)benzofuran-2-carboxamide). Reactants: ClCC(=O)N (chloroacetamide), C([O-])([O-])=O.[K+].[K+] (potassium carbonate), C(C1=CC=CC=C1)N1CCN(CC1)C=1C=CC(=C(C=O)C1)O (5-(4-benzylpiperazin-1-yl)-2-hydroxybenzaldehyde). The reactants are ClC1=C(C=C(C=C1)NC(=O)N1COC2=C1C=CC(=C2)OCC2=CC=CC=C2)C(F)(F)F (6-benzyloxy-benzooxazole-3-carboxylic acid (4-chloro-3-trifluoromethyl-phenyl)-amide). The reagents and catalysts are [Pd] (Pd/C). Run in C1CCOC1 (THF). The product is ClC1=C(C=C(C=C1)NC(=O)N1COC2=C1C=CC(=C2)O)C(F)(F)F (6-Hydroxy-benzooxazole-3-carboxylic acid (4-chloro-3-trifluoromethyl-phenyl)-amide). Reaction SMILES: [Cl:1][C:2]1[CH:7]=[CH:6][C:5]([NH:8][C:9]([N:11]2[C:15]3[CH:16]=[CH:17][C:18]([O:20]CC4C=CC=CC=4)=[CH:19][C:14]=3[O:13][CH2:12]2)=[O:10])=[CH:4][C:3]=1[C:28]([F:31])([F:30])[F:29]>C1COCC1.[Pd]>[Cl:1][C:2]1[CH:7]=[CH:6][C:5]([NH:8][C:9]([N:11]2[C:15]3[CH:16]=[CH:17][C:18]([OH:20])=[CH:19][C:14]=3[O:13][CH2:12]2)=[O:10])=[CH:4][C:3]=1[C:28]([F:30])([F:29])[F:31]. Procedure: As a solution in 25 ml THF, 469 mg (1.04 mMol) 6-benzyloxy-benzooxazole-3-carboxylic acid (4-chloro-3-trifluoromethyl-phenyl)-amide are hydrogenated during 1 h in the presence of 267 mg Pd/C (10%). The catalyst is filtered off, washed with THF and the filtrate concentrated. Trituration with hexane gives the crystalline title compound, which is filtered off and washed with hexane: HPLC: tRet=14.3. The reactants are Cc1cc(-c2ccc(Cl)c(Cl)c2)cc(-c2ccc(Br)s2)n1, CC1(C)OB(c2cnc(N)nc2)OC1(C)C. The product is Cc1cc(-c2ccc(Cl)c(Cl)c2)cc(-c2ccc(-c3cnc(N)nc3)s2)n1. Reaction SMILES: [Br:1][c:2]1[cH:3][cH:4][c:5](-[c:7]2[n:8][c:9]([CH3:21])[cH:10][c:11](-[c:13]3[cH:14][c:15]([Cl:20])[c:16]([Cl:19])[cH:17][cH:18]3)[cH:12]2)[s:6]1.[NH2:22][c:23]1[n:24][cH:25][c:26]([B:29]2[O:30][C:31]([CH3:32])([CH3:33])[C:34]([CH3:35])([CH3:36])[O:37]2)[cH:27][n:28]1>>[c:2]1(-[c:26]2[cH:25][n:24][c:23]([NH2:22])[n:28][cH:27]2)[cH:3][cH:4][c:5](-[c:7]2[n:8][c:9]([CH3:21])[cH:10][c:11](-[c:13]3[cH:14][c:15]([Cl:20])[c:16]([Cl:19])[cH:17][cH:18]3)[cH:12]2)[s:6]1. Reactants: O1C[C@@H](OC2=NC=CC=C21)C2=CC=C(C=O)C=C2 ((S)-4-(2,3-Dihydro-[1,4]dioxino[2,3-b]pyridin-3-yl)-benzaldehyde), O1C[C@@H](OC2=NC=CC=C21)C2=CC=C(C=O)C=C2 ((S)-4-(2,3-Dihydro-[1,4]dioxino[2,3-b]pyridin-3-yl)-benzaldehyde), LiOH monohydrate, CCO.O (EtOH water). Conditions: temperature 25 celsius, time 8 hour. The product is O1C[C@@H](OC2=NC=CC=C21)C2=CC=C(CN1CCC(CC1)C(=O)O)C=C2 (1-[(S)-4-(2,3-Dihydro-[1,4]dioxino[2,3-b]pyridin-3-yl)-benzyl]-piperidine-4-carboxylic acid). RXN SMILES: [O:1]1[C:10]2[C:5](=[N:6][CH:7]=[CH:8][CH:9]=2)[O:4][C@@H:3]([C:11]2[CH:18]=[CH:17][C:14]([CH:15]=O)=[CH:13][CH:12]=2)[CH2:2]1.[CH3:19][CH2:20][OH:21].[OH2:22]>>[O:1]1[C:10]2[C:5](=[N:6][CH:7]=[CH:8][CH:9]=2)[O:4][C@@H:3]([C:11]2[CH:18]=[CH:17][C:14]([CH2:15][N:6]3[CH2:7][CH2:8][CH:19]([C:20]([OH:22])=[O:21])[CH2:10][CH2:5]3)=[CH:13][CH:12]=2)[CH2:2]1 |f:1.2|. Reported procedure: To a solution of 1-[(8)-4-(2,3-dihydro-[1,4]dioxino[2,3-b]pyridin-3-yl)-benzyl]-piperidine-4-carboxylic acid ethyl ester (prepared from Intermediate C and piperidine-4-carboxylic acid ethyl ester according to General Method F) (3.00 g, 7.90 mmol) in 4:1 EtOH/water (80 mL) is added LiOH monohydrate (0.994 g, 23.7 mmol) and the reaction stirred overnight at about 25° C. The reaction is concentrated, diluted with water and washed with Et2O (2×). The aqueous layer is lypholized to dryness then purif... As a reaction SMILES: [C:1](=[O:2])([OH:3])[c:4]1[cH:5][cH:6][c:7]([B:14]([OH:15])[OH:16])[c:8]2[cH:9][cH:10][cH:11][cH:12][c:13]12.[Cl:17][c:18]1[n:19][c:20]([CH3:25])[cH:21][n:22][c:23]1[CH3:24]>>[C:1](=[O:2])([OH:3])[c:4]1[cH:5][cH:6][c:7](-[c:18]2[n:19][c:20]([CH3:25])[cH:21][n:22][c:23]2[CH3:24])[c:8]2[cH:9][cH:10][cH:11][cH:12][c:13]12. Reactants: O=C(O)c1ccc(B(O)O)c2ccccc12, Cc1cnc(C)c(Cl)n1. The product is Cc1cnc(C)c(-c2ccc(C(=O)O)c3ccccc23)n1. The reactants are BrC1=CC=C(C=C1)C1=CC=C(S1)C(CCC1=C(C(=C(C=C1)O)Cl)Cl)=O (1-(5-(4-bromophenyl)thien-2-yl)-3-(2,3-dichloro-4-hydroxyphenyl)propan-1-one), BrC(C(=O)OC(C)(C)C)(C)C (tert-butyl bromoisobutyrate), C([O-])([O-])=O.[K+].[K+] (potassium carbonate). Yields the product BrC1=CC=C(C=C1)C1=CC=C(S1)C(CCC1=C(C(=C(OC(C(=O)OC(C)(C)C)(C)C)C=C1)Cl)Cl)=O (Tert-butyl 2-(4-(3-(5-(4-bromophenyl)thien-2-yl)-3-oxopropyl)-2,3-dichlorophenoxy)-2-methylpropanoate). Reaction SMILES: [Br:1][C:2]1[CH:7]=[CH:6][C:5]([C:8]2[S:12][C:11]([C:13](=[O:25])[CH2:14][CH2:15][C:16]3[CH:21]=[CH:20][C:19]([OH:22])=[C:18]([Cl:23])[C:17]=3[Cl:24])=[CH:10][CH:9]=2)=[CH:4][CH:3]=1.Br[C:27]([CH3:36])([CH3:35])[C:28]([O:30][C:31]([CH3:34])([CH3:33])[CH3:32])=[O:29].C(=O)([O-])[O-].[K+].[K+]>>[Br:1][C:2]1[CH:3]=[CH:4][C:5]([C:8]2[S:12][C:11]([C:13](=[O:25])[CH2:14][CH2:15][C:16]3[CH:21]=[CH:20][C:19]([O:22][C:27]([CH3:36])([CH3:35])[C:28]([O:30][C:31]([CH3:34])([CH3:33])[CH3:32])=[O:29])=[C:18]([Cl:23])[C:17]=3[Cl:24])=[CH:10][CH:9]=2)=[CH:6][CH:7]=1 |f:2.3.4|. Procedure details: Tert-butyl 2-(4-(3-(5-(4-bromophenyl)thien-2-yl)-3-oxopropyl)-2,3-dichlorophenoxy)-2-methylpropanoate is prepared from 1-(5-(4-bromophenyl)thien-2-yl)-3-(2,3-dichloro-4-hydroxyphenyl)propan-1-one according to general procedure D, using 4 equivalents of tert-butyl bromoisobutyrate and 5 equivalents of potassium carbonate. Run in C(Cl)Cl (DCM). Reaction SMILES: [F:1][C:2]1[CH:7]=[CH:6][C:5]([NH:8][C:9]([C:11]2([C:14]([NH:16][C:17]3[CH:22]=[CH:21][C:20]([O:23][C:24]4[C:33]5[C:28](=[CH:29][C:30]([O:35][CH3:36])=[C:31]([OH:34])[CH:32]=5)[N:27]=[CH:26][CH:25]=4)=[C:19]([F:37])[CH:18]=3)=[O:15])[CH2:13][CH2:12]2)=[O:10])=[CH:4][CH:3]=1.O[CH2:39][CH2:40][CH2:41][N:42]([CH2:45][CH3:46])[CH2:43][CH3:44].C1(P(C2C=CC=CC=2)C2C=CC=CC=2)C=CC=CC=1.CC(OC(/N=N/C(OC(C)C)=O)=O)C>C(Cl)Cl>[CH2:43]([N:42]([CH2:45][CH3:46])[CH2:41][CH2:40][CH2:39][O:34][C:31]1[CH:32]=[C:33]2[C:28](=[CH:29][C:30]=1[O:35][CH3:36])[N:27]=[CH:26][CH:25]=[C:24]2[O:23][C:20]1[CH:21]=[CH:22][C:17]([NH:16][C:14]([C:11]2([C:9]([NH:8][C:5]3[CH:6]=[CH:7][C:2]([F:1])=[CH:3][CH:4]=3)=[O:10])[CH2:12][CH2:13]2)=[O:15])=[CH:18][C:19]=1[F:37])[CH3:44]. Procedure details: To a slurry of cyclopropane-1,1-dicarboxylic acid [3-fluoro-4-(6-hydroxy-7-methoxy-quinolin-4-yloxy)-phenyl]-amide(4-fluoro-phenyl)-amide (0.12 g, 0.23 mmol), hydroxypropyldiethylamine (0.090 mL, 0.61 mmol), triphenylphosphine (0.20 g, 0.76 mmol) in DCM (10 mL) was added DIAD (0.17 mL, 0.86 mmol). The resulting mixture was stirred at room temperature for 12 hours, after which time, the solvent was removed under reduced pressure. The residue was extracted with EtOAc and 1N HCl (6×) and brine (1×)... Conditions: time 12 hour. Product: C(C)N(CCCOC=1C=C2C(=CC=NC2=CC1OC)OC1=C(C=C(C=C1)NC(=O)C1(CC1)C(=O)NC1=CC=C(C=C1)F)F)CC (N-(4-{[6-{[3-(diethylamino)propyl]oxy}-7-(methyloxy)quinolin-4-yl]oxy}-3-fluorophenyl)-N′-(4-fluorophenyl)cyclopropane-1,1-dicarboxamide). Starting materials: FC1=CC=C(C=C1)NC(=O)C1(CC1)C(=O)NC1=CC(=C(C=C1)OC1=CC=NC2=CC(=C(C=C12)O)OC)F (cyclopropane-1,1-dicarboxylic acid [3-fluoro-4-(6-hydroxy-7-methoxy-quinolin-4-yloxy)-phenyl]-amide(4-fluoro-phenyl)-amide), OCCCN(CC)CC (hydroxypropyldiethylamine), C1(=CC=CC=C1)P(C1=CC=CC=C1)C1=CC=CC=C1 (triphenylphosphine), CC(C)OC(=O)/N=N/C(=O)OC(C)C (DIAD).